Task: describe an organic reaction: reactants, conditions, products, and yield. Dataset: the Open Reaction Database (ORD), a public repository of structured organic reaction records The reactants are CC(=O)O[BH-](OC(C)=O)OC(C)=O, c1ccc2c3c([nH]c2c1)CNCC3, C1CCOC1, CC(=O)O, CCC=O, [Na+]. Yields the product CCCN1CCc2c([nH]c3ccccc23)C1. Reaction SMILES: [C:22]([O:23][BH-:24]([O:25][C:26](=[O:27])[CH3:28])[O:29][C:30](=[O:31])[CH3:32])(=[O:33])[CH3:34].[CH2:1]1[NH:2][CH2:3][CH2:4][c:5]2[c:6]3[cH:7][cH:8][cH:9][cH:10][c:11]3[nH:12][c:13]21.[CH2:36]1[O:37][CH2:38][CH2:39][CH2:40]1.[CH3:18][C:19](=[O:20])[OH:21].[CH:14]([CH2:15][CH3:16])=[O:17].[Na+:35]>>[CH2:1]1[N:2]([CH2:14][CH2:15][CH3:16])[CH2:3][CH2:4][c:5]2[c:6]3[cH:7][cH:8][cH:9][cH:10][c:11]3[nH:12][c:13]21.